Dataset: the Open Reaction Database (ORD), a public repository of structured organic reaction records. Task: describe an organic reaction: reactants, conditions, products, and yield The reactants are [I-].C[S+](=O)(C)C (trimethylsulphoxonium iodide), [H-].[Na+] (sodium hydride), BrC=1C=C(C=CC1F)C=CC(=O)OCC (ethyl 3-(3-bromo-4-fluorophenyl)acrylate). Run in CS(=O)C (DMSO), CS(=O)C (DMSO). Run at temperature 50 celsius. Yields the product BrC=1C=C(C=CC1F)[C@H]1[C@@H](C1)C(=O)OCC (rac-Ethyl 2-(3-bromo-4-fluorophenyl)-trans-cyclopropanecarboxylate). RXN SMILES: [H-].[Na+].[I-].[CH3:4][S+](C)(C)=O.[Br:9][C:10]1[CH:11]=[C:12]([CH:17]=[CH:18][C:19]([O:21][CH2:22][CH3:23])=[O:20])[CH:13]=[CH:14][C:15]=1[F:16]>CS(C)=O>[Br:9][C:10]1[CH:11]=[C:12]([C@@H:17]2[CH2:4][C@H:18]2[C:19]([O:21][CH2:22][CH3:23])=[O:20])[CH:13]=[CH:14][C:15]=1[F:16] |f:0.1,2.3|. Reported procedure: Under argon, 381 mg (9.52 mmol) of sodium hydride (60% in paraffin oil) were initially charged in 20 ml of DMSO, and 2.1 g (9.52 mmol) of trimethylsulphoxonium iodide were added in one portion at RT. After the evolution of gas had ceased, 2.0 g (7.3 mmol) of ethyl 3-(3-bromo-4-fluorophenyl)acrylate, dissolved in 10 ml of DMSO, were slowly added dropwise. The reaction mixture was heated at 50° C. overnight, then cooled to RT and, without further work-up, purified by flash chromatography on silica... Yields the product carboxylic acid, C(#N)C1=C(C=C(OC2C(N(CC2(C)C)CC2=CC=C(O2)C(=O)O)=O)C=C1)C(F)(F)F (5-[3-(4-cyano-3-trifluoromethyl-phenoxy)-4,4-dimethyl-2-oxo-pyrrolidin-1-ylmethyl]-furan-2-carboxylic acid). Solvent: C1CCOC1 (THF). Reaction conditions: time 8 hour. Starting materials: [OH-].[Na+] (NaOH), Cl (HCl), compound, C(C)OC(=O)C=1OC(=CC1)CN1C(C(C(C1)(C)C)OC1=CC(=C(C=C1)C#N)C(F)(F)F)=O (5-[3-(4-cyano-3-trifluoromethyl-phenoxy)-4,4-dimethyl-2-oxo-pyrrolidin-1-ylmethyl]-furan-2-carboxylic acid ethyl ester). Reported procedure: The compound obtained in Example 29, 5-[3-(4-cyano-3-trifluoromethyl-phenoxy)-4,4-dimethyl-2-oxo-pyrrolidin-1-ylmethyl]-furan-2-carboxylic acid ethyl ester, (0.461 g, 1.024 mmol) was dissolved in 5 mL THF and 1.5 mL 1 M NaOH was added. The reaction was stirred at ambient temperature overnight. The reaction mixture was acidified with 1 N HCl to pH ˜3 and extracted into ethyl acetate. The organic layer was washed with brine and dried over anhydrous magnesium sulfate and concentrated in vacuo to ob... As a reaction SMILES: C([O:3][C:4]([C:6]1[O:7][C:8]([CH2:11][N:12]2[CH2:16][C:15]([CH3:18])([CH3:17])[CH:14]([O:19][C:20]3[CH:25]=[CH:24][C:23]([C:26]#[N:27])=[C:22]([C:28]([F:31])([F:30])[F:29])[CH:21]=3)[C:13]2=[O:32])=[CH:9][CH:10]=1)=[O:5])C.[OH-].[Na+].Cl>C1COCC1>[C:26]([C:23]1[CH:24]=[CH:25][C:20]([O:19][CH:14]2[C:15]([CH3:18])([CH3:17])[CH2:16][N:12]([CH2:11][C:8]3[O:7][C:6]([C:4]([OH:5])=[O:3])=[CH:10][CH:9]=3)[C:13]2=[O:32])=[CH:21][C:22]=1[C:28]([F:31])([F:30])[F:29])#[N:27] |f:1.2|.